This data is from the Open Reaction Database (ORD), a public repository of structured organic reaction records. The task is: describe an organic reaction: reactants, conditions, products, and yield Starting materials: FC1=C2C(=CNC2=CC=C1)C1CCC(CC1)=O (4-(4-fluoro-1H-indol-3-yl)-cyclohexanone), C(C)(=O)O (acetic acid), N1C=CC2=C(C=CC=C12)N1CCNCC1 (1-(indol-4-yl)piperazine), C(C)(=O)O[BH-](OC(C)=O)OC(C)=O.[Na+] (sodium triacetoxyborohydride). The solvent is ClCCCl (1,2-dichloroethane). Reaction conditions: time 8 hour. The product is FC1=C2C(=CNC2=CC=C1)[C@@H]1CC[C@@H](CC1)N1CCN(CC1)C1=C2C=CNC2=CC=C1 (4-Fluoro-3-[cis-4-[4-(1H-indol-4-yl)-1-piperazinyl]cyclohexyl]-1H-indole). Yield: 78.2%. RXN SMILES: [F:1][C:2]1[CH:10]=[CH:9][CH:8]=[C:7]2[C:3]=1[C:4]([CH:11]1[CH2:16][CH2:15][C:14](=O)[CH2:13][CH2:12]1)=[CH:5][NH:6]2.[NH:18]1[C:26]2[C:21](=[C:22]([N:27]3[CH2:32][CH2:31][NH:30][CH2:29][CH2:28]3)[CH:23]=[CH:24][CH:25]=2)[CH:20]=[CH:19]1.C(O[BH-](OC(=O)C)OC(=O)C)(=O)C.[Na+].C(O)(=O)C>ClCCCl>[F:1][C:2]1[CH:10]=[CH:9][CH:8]=[C:7]2[C:3]=1[C:4]([C@H:11]1[CH2:16][CH2:15][C@@H:14]([N:30]3[CH2:31][CH2:32][N:27]([C:22]4[CH:23]=[CH:24][CH:25]=[C:26]5[C:21]=4[CH:20]=[CH:19][NH:18]5)[CH2:28][CH2:29]3)[CH2:13][CH2:12]1)=[CH:5][NH:6]2 |f:2.3|. Procedure: A solution of 4-(4-fluoro-1H-indol-3-yl)-cyclohexanone (0.88 g, 3.8 mmol), 1-(indol-4-yl)piperazine (0.7 g, 3.5 mmol), sodium triacetoxyborohydride (1.1 g, 5.2 mmol) and acetic acid (0.4 ml, 7 mmol) in 1,2-dichloroethane (20 ml) was allowed to stir at room temperature overnight. The reaction was quenched with 1N sodium hydroxide (10 ml), extracted with methylene chloride (3×60 ml), and washed with brine (3×60 ml). The organic layer was dried over anhydrous sodium sulfate and filtered. Chromatogr... Starting materials: NC1=C(C(=NN1C(=O)OC(C)(C)C)C1=CC=C(OCC2=CC=C(C=C2)C2=C(N=C(S2)N2CC3=C(C=CC=C3CC2)C(N(COCC[Si](C)(C)C)C=2SC3=C(N2)C=CC=C3)=O)C(=O)OCC)C=C1)C#N (ethyl 5-(4-((4-(5-amino-1-(tert-butoxycarbonyl)-4-cyano-1H-pyrazol-3-yl)phenoxy)methyl)phenyl)-2-(8-(benzo[d]thiazol-2-yl((2-(trimethylsilyl)ethoxy)methyl)carbamoyl)-3,4-dihydroisoquinolin-2(1H)-yl)thiazole-4-carboxylate), NC1=C(C(=NN1C(=O)OC(C)(C)C)C1=CC(=CC=C1)O)C#N (tert-butyl 5-amino-4-cyano-3-(3-hydroxyphenyl)-1H-pyrazole-1-carboxylate), NC1=C(C(=NN1C(=O)OC(C)(C)C)C1=CC=C(C=C1)O)C#N (tert-butyl 5-amino-4-cyano-3-(4-hydroxyphenyl)-1H-pyrazole-1-carboxylate), S1C(=NC2=C1C=CC=C2)N(C(=O)C=2C=CC=C1CCN(CC21)C=2SC(=C(N2)C(=O)OC(C)(C)C)CCCO)COCC[Si](C)(C)C (tert-butyl 2-(8-(benzo[d]thiazol-2-yl((2-(trimethylsilyl)ethoxy)methyl)carbamoyl)-3,4-dihydroisoquinolin-2(1H)-yl)-5-(3-hydroxypropyl)thiazole-4-carboxylate). Yields the product NC1=C(C(=NN1C(=O)OC(C)(C)C)C=1C=C(OCCCC2=C(N=C(S2)N2CC3=C(C=CC=C3CC2)C(N(COCC[Si](C)(C)C)C=2SC3=C(N2)C=CC=C3)=O)C(=O)OC(C)(C)C)C=CC1)C#N (tert-butyl 5-(3-(3-(5-amino-1-(tert-butoxycarbonyl)-4-cyano-1H-pyrazol-3-yl)phenoxy)propyl)-2-(8-(benzo[d]thiazol-2-yl((2-(trimethylsilyl)ethoxy)methyl)carbamoyl)-3,4-dihydroisoquinolin-2(1H)-yl)thiazole-4-carboxylate). RXN SMILES: NC1N(C(OC(C)(C)C)=O)N=C(C2C=CC(OCC3C=CC(C4SC(N5CCC6C(=C(C(=O)N(C7SC8C=CC=CC=8N=7)COCC[Si](C)(C)C)C=CC=6)C5)=NC=4C(OCC)=O)=CC=3)=CC=2)C=1C#N.[NH2:70][C:71]1[N:75]([C:76]([O:78][C:79]([CH3:82])([CH3:81])[CH3:80])=[O:77])[N:74]=[C:73]([C:83]2[CH:88]=[CH:87][C:86](O)=[CH:85][CH:84]=2)[C:72]=1[C:90]#[N:91].[S:92]1[C:96]2[CH:97]=[CH:98][CH:99]=[CH:100][C:95]=2[N:94]=[C:93]1[N:101]([CH2:130][O:131][CH2:132][CH2:133][Si:134]([CH3:137])([CH3:136])[CH3:135])[C:102]([C:104]1[CH:105]=[CH:106][CH:107]=[C:108]2[C:113]=1[CH2:112][N:111]([C:114]1[S:115][C:116]([CH2:126][CH2:127][CH2:128][OH:129])=[C:117]([C:119]([O:121][C:122]([CH3:125])([CH3:124])[CH3:123])=[O:120])[N:118]=1)[CH2:110][CH2:109]2)=[O:103].NC1N(C(OC(C)(C)C)=O)N=C(C2C=CC=C(O)C=2)C=1C#N>>[NH2:70][C:71]1[N:75]([C:76]([O:78][C:79]([CH3:80])([CH3:81])[CH3:82])=[O:77])[N:74]=[C:73]([C:83]2[CH:88]=[C:87]([CH:86]=[CH:85][CH:84]=2)[O:129][CH2:128][CH2:127][CH2:126][C:116]2[S:115][C:114]([N:111]3[CH2:110][CH2:109][C:108]4[C:113](=[C:104]([C:102](=[O:103])[N:101]([C:93]5[S:92][C:96]6[CH:97]=[CH:98][CH:99]=[CH:100][C:95]=6[N:94]=5)[CH2:130][O:131][CH2:132][CH2:133][Si:134]([CH3:136])([CH3:135])[CH3:137])[CH:105]=[CH:106][CH:107]=4)[CH2:112]3)=[N:118][C:117]=2[C:119]([O:121][C:122]([CH3:125])([CH3:124])[CH3:123])=[O:120])[C:72]=1[C:90]#[N:91]. Procedure details: The title compound 39A was prepared in a similar manner to the synthesis of compound 35A by substituting compound 34D and compound 31F with compound 38E and compound 36A, respectively as a mixture of two inseparable isomers: MS (ESI(+)): 934 (M+H).